describe an organic reaction: reactants, conditions, products, and yield From a dataset of the Open Reaction Database (ORD), a public repository of structured organic reaction records. Starting materials: ClC1=CC=C2C=CC(=NC2=N1)N1C(C2=CC=C(C=C2C1OC(=O)OC1=CC=CC=C1)Cl)=O (2-(7-Chloro-1,8-naphthyridin-2-yl)-3-phenoxycarbonyloxy-5-chloro-isoindolin-1-one), [BH4-].[K+] (potassium borohydride), NC1=NC2=NC(=CC=C2C=C1)O (2-amino-7-hydroxy-1,8-naphthyridine), P(=O)(Cl)(Cl)Cl (phosphorus oxychloride), OC1=CC=C2C=CC(=NC2=N1)C12C(C(=O)NC1=O)C=C(C=C2)Cl (2-(7-hydroxy-1,8-naphthyridin-2-yl)-5-chlorophthalimide), ClC1=CC=C2C=CC(=NC2=N1)C12C(C(=O)NC1=O)C=C(C=C2)Cl (2-(7-chloro-1,8-naphthyridin-2-yl)-5-chlorophthalimide), ClC=1C=C2C(C(=O)OC2=O)=CC1 (4-chlorophthalic anhydride), OC1=CC=C2C=CC(=NC2=N1)C12C(C(=O)NC1=O)C=C(C=C2)Cl (2-(7-hydroxy-1,8-naphthyridin-2-yl)-5-chlorophthalimide), ClC1=CC=C2C=CC(=NC2=N1)N1C(C2=CC(=CC=C2C1O)Cl)=O (2-(7-chloro-1,8-naphthyridin-2-yl)-6-chloro-3-hydroxy-isoindolin-1-one), ClC1=CC=C2C=CC(=NC2=N1)C12C(C(=O)NC1=O)C=C(C=C2)Cl (2-(7-chloro-1,8-naphthyridin-2-yl)-5-chlorophthalimide), NC1=NC2=NC(=CC=C2C=C1)O (2-amino-7-hydroxy-1,8-naphthyridine), ClC=1C=C2C(C(=O)OC2=O)=CC1 (4-chlorophthalic anhydride). Solvent: O1CCOCC1 (dioxan), C(C)(=O)O (acetic acid), CO (methanol), CN(C=O)C (dimethylformamide). The product is ClC1=CC=C2C=CC(=NC2=N1)N1C(C2=CC=C(C=C2C1O)Cl)=O (2-(7-chloro-1,8-naphthyridin-2-yl)-5-chloro-3-hydroxy-isoindolin-1-one). As a reaction SMILES: [Cl:1][C:2]1[N:11]=[C:10]2[C:5]([CH:6]=[CH:7][C:8]([N:12]3[CH:20]([O:21]C(OC4C=CC=CC=4)=O)[C:19]4[C:14](=[CH:15][CH:16]=[C:17]([Cl:31])[CH:18]=4)[C:13]3=[O:32])=[N:9]2)=[CH:4][CH:3]=1.ClC1C=C2C(=O)OC(=O)C2=CC=1.NC1C=CC2C(=NC(O)=CC=2)N=1.OC1N=C2C(C=CC(C34C=CC(Cl)=CC3C(NC4=O)=O)=N2)=CC=1.ClC1N=C2C(C=CC(C34C=CC(Cl)=CC3C(NC4=O)=O)=N2)=CC=1.P(Cl)(Cl)(Cl)=O.[BH4-].[K+].ClC1N=C2C(C=CC(N3C(O)C4C(=CC(Cl)=CC=4)C3=O)=N2)=CC=1>C(O)(=O)C.CO.O1CCOCC1.CN(C)C=O>[Cl:1][C:2]1[N:11]=[C:10]2[C:5]([CH:6]=[CH:7][C:8]([N:12]3[CH:20]([OH:21])[C:19]4[C:14](=[CH:15][CH:16]=[C:17]([Cl:31])[CH:18]=4)[C:13]3=[O:32])=[N:9]2)=[CH:4][CH:3]=1 |f:6.7|. Procedure: 2-(7-Chloro-1,8-naphthyridin-2-yl)-3-phenoxycarbonyloxy-5-chloro-isoindolin-1-one can be prepared in the following way: Preparation of 4-chlorophthalic anhydride, m.p. 96° C., according to E. E. Ayling, J. Chem. Soc., 1929, 253. Preparation of 2-amino-7-hydroxy-1,8-naphthyridine, m.p. 300°-305° C., according to S. Carboni et al, Ann. Chim. (Roma), 54, 883 (1964). Preparation of 2-(7-hydroxy-1,8-naphthyridin-2-yl)-5-chlorophthalimide (7 g.), m.p. 320° C., by reacting 2-amino-7-hydroxy-1,8-naphthy...